This data is from the Open Reaction Database (ORD), a public repository of structured organic reaction records. The task is: describe an organic reaction: reactants, conditions, products, and yield Starting materials: Cc1cc(N2CCC(N3CCCC3C)C2)ccc1N, O=C1CNC(=O)c2ccc(C(=O)O)cc2N1. Product: Cc1cc(N2CCC(N3CCCC3C)C2)ccc1NC(=O)c1ccc2c(c1)NC(=O)CNC2=O. RXN SMILES: [CH3:1][c:2]1[c:3]([NH2:19])[cH:4][cH:5][c:6]([N:8]2[CH2:9][CH:10]([N:13]3[CH:14]([CH3:18])[CH2:15][CH2:16][CH2:17]3)[CH2:11][CH2:12]2)[cH:7]1.[O:20]=[C:21]1[CH2:22][NH:23][C:24](=[O:35])[c:25]2[c:26]([cH:28][c:29]([C:32](=[O:33])[OH:34])[cH:30][cH:31]2)[NH:27]1>>[CH3:1][c:2]1[c:3]([NH:19][C:32]([c:29]2[cH:28][c:26]3[c:25]([cH:31][cH:30]2)[C:24](=[O:35])[NH:23][CH2:22][C:21](=[O:20])[NH:27]3)=[O:33])[cH:4][cH:5][c:6]([N:8]2[CH2:9][CH:10]([N:13]3[CH:14]([CH3:18])[CH2:15][CH2:16][CH2:17]3)[CH2:11][CH2:12]2)[cH:7]1. Starting materials: Br, CC(=O)O, CCOC(=O)c1c(C=Cc2cccc(OC(F)F)c2OC2CCCC2)nc2sccn12, O=C(O)c1c(C=Cc2cccc(OC(F)F)c2OC2CCCC2)nc2sccn12, [Na+], O=C([O-])O. Product: CCOC(=O)c1c(C=Cc2cccc(OC(F)F)c2O)nc2sccn12. RXN SMILES: [BrH:70].[CH3:61][C:62](=[O:63])[OH:64].[CH:1]1([O:6][c:7]2[c:8]([CH:17]=[CH:18][c:19]3[n:20][c:21]4[s:22][cH:23][cH:24][n:25]4[c:26]3[C:27](=[O:28])[O:29][CH2:30][CH3:31])[cH:9][cH:10][cH:11][c:12]2[O:13][CH:14]([F:15])[F:16])[CH2:2][CH2:3][CH2:4][CH2:5]1.[CH:32]1([O:33][c:34]2[c:35]([O:36][CH:37]([F:38])[F:39])[cH:40][cH:41][cH:42][c:43]2[CH:44]=[CH:45][c:46]2[n:47][c:48]3[n:49]([c:50]2[C:51]([OH:52])=[O:53])[cH:54][cH:55][s:56]3)[CH2:57][CH2:58][CH2:59][CH2:60]1.[Na+:69].[O-:65][C:66]([OH:67])=[O:68]>>[OH:6][c:7]1[c:8]([CH:17]=[CH:18][c:19]2[n:20][c:21]3[s:22][cH:23][cH:24][n:25]3[c:26]2[C:27](=[O:28])[O:29][CH2:30][CH3:31])[cH:9][cH:10][cH:11][c:12]1[O:13][CH:14]([F:15])[F:16]. Reactants: C1CCOC1, CC(C)[N-]C(C)C, CNC(=O)c1ccnc(Cl)c1, O=C1CCC(=O)N1Cl, [Li+]. Yields the product CNC(=O)c1ccnc(Cl)c1Cl. Reaction SMILES: [CH2:28]1[O:29][CH2:30][CH2:31][CH2:32]1.[CH3:13][CH:14]([N-:15][CH:16]([CH3:17])[CH3:18])[CH3:19].[Cl:1][c:2]1[cH:3][c:4]([C:5](=[O:6])[NH:7][CH3:8])[cH:9][cH:10][n:11]1.[Cl:20][N:21]1[C:22](=[O:23])[CH2:24][CH2:25][C:26]1=[O:27].[Li+:12]>>[Cl:1][c:2]1[c:3]([Cl:20])[c:4]([C:5](=[O:6])[NH:7][CH3:8])[cH:9][cH:10][n:11]1. Starting materials: C1COCCO1, CCOC(=O)c1ccc(Cl)c(Br)c1, CCOCC, CC(C)(C)CC[Mg+], [Cl-]. Product: CCOC(=O)c1ccc(Cl)c(CCC(C)(C)C)c1. As a reaction SMILES: [CH2:22]1[O:23][CH2:24][CH2:25][O:26][CH2:27]1.[CH2:9]([CH3:10])[O:11][C:12]([c:13]1[cH:14][c:15]([Br:20])[c:16]([Cl:19])[cH:17][cH:18]1)=[O:21].[CH3:28][CH2:29][O:30][CH2:31][CH3:32].[CH3:2][C:3]([CH2:4][CH2:5][Mg+:6])([CH3:7])[CH3:8].[Cl-:1]>>[CH3:2][C:3]([CH2:4][CH2:5][c:15]1[cH:14][c:13]([C:12]([O:11][CH2:9][CH3:10])=[O:21])[cH:18][cH:17][c:16]1[Cl:19])([CH3:7])[CH3:8]. Reaction SMILES: [F:1][C:2]([F:27])([F:26])[C:3]1[CH:25]=[CH:24][CH:23]=[CH:22][C:4]=1[CH2:5][NH:6][C:7]1[C:8]2[C:13]([N:14]=[C:15]3[C:20]=1[C:19](=[O:21])[CH2:18][CH2:17][CH2:16]3)=[CH:12][CH:11]=[CH:10][CH:9]=2.[H-].[H-].[H-].[H-].[Li+].[Al+3]>C1COCC1>[F:26][C:2]([F:1])([F:27])[C:3]1[CH:25]=[CH:24][CH:23]=[CH:22][C:4]=1[CH2:5][NH:6][C:7]1[C:8]2[C:13]([N:14]=[C:15]3[C:20]=1[CH:19]([OH:21])[CH2:18][CH2:17][CH2:16]3)=[CH:12][CH:11]=[CH:10][CH:9]=2 |f:1.2.3.4.5.6|. The solvent is C1CCOC1 (THF), C1CCOC1 (THF). Starting materials: FC(C1=C(CNC=2C3=CC=CC=C3N=C3CCCC(C23)=O)C=CC=C1)(F)F (3,4-dihydro-9-(2-trifluoromethylbenzylamino)acridin-1(2H)-one), [H-].[H-].[H-].[H-].[Li+].[Al+3] (LiAlH4). Product: FC(C1=C(CNC=2C3=CC=CC=C3N=C3CCCC(C23)O)C=CC=C1)(F)F (1,2,3,4-Tetrahydro-9-(2-trifluoromethylbenzylamino)acridin-1-ol). Conditions: temperature 10 celsius. Isolated yield 79.4%. Procedure: In 100 ml of dry THF was dissolved 4.31 g of 3,4-dihydro-9-(2-trifluoromethylbenzylamino)acridin-1(2H)-one and the mechanically stirred solution was cooled to 10° C. under nitrogen. To it was added 5.8 ml of 1M LiAlH4 in THF dropwise over 15 minutes. Within 0.5 hours of addition the reaction was complete by TLC, so it was quenched with 1 ml of saturated ammonium chloride and the salts were filtered. The filtrate was evaporated to a solid which was dissolved in dichloromethane. The dichloromethan... The reactants are FC1(C(C1)CCOC1=CC=C(C=C1)C=1OC2=C(C=NC(=C2)OC[C@H](C)NC(OC(C)(C)C)=O)N1)F (tert-butyl ((2S)-1-((2-(4-(2-(2,2-difluorocyclopropyl)ethoxy)phenyl)[1,3]oxazolo[4,5-c]pyridin-6-yl)oxy)propan-2-yl)carbamate), Cl.C(C)(=O)OCC (hydrogen chloride ethyl acetate). Run in C(C)(=O)OCC (ethyl acetate). Reaction conditions: time 8 hour. The product is FC1(C(C1)CCOC1=CC=C(C=C1)C=1OC2=C(C=NC(=C2)OC[C@H](C)NC(C)=O)N1)F (N-((2S)-1-((2-(4-(2-(2,2-difluorocyclopropyl)ethoxy)phenyl)[1,3]oxazolo[4,5-c]pyridin-6-yl)oxy)propan-2-yl)acetamide). Reaction SMILES: [F:1][C:2]1([F:35])[CH2:4][CH:3]1[CH2:5][CH2:6][O:7][C:8]1[CH:13]=[CH:12][C:11]([C:14]2[O:15][C:16]3[CH:21]=[C:20]([O:22][CH2:23][C@@H:24]([NH:26][C:27](=O)[O:28]C(C)(C)C)[CH3:25])[N:19]=[CH:18][C:17]=3[N:34]=2)=[CH:10][CH:9]=1.Cl.[C:37](OCC)(=O)C>C(OCC)(=O)C>[F:35][C:2]1([F:1])[CH2:4][CH:3]1[CH2:5][CH2:6][O:7][C:8]1[CH:9]=[CH:10][C:11]([C:14]2[O:15][C:16]3[CH:21]=[C:20]([O:22][CH2:23][C@@H:24]([NH:26][C:27](=[O:28])[CH3:37])[CH3:25])[N:19]=[CH:18][C:17]=3[N:34]=2)=[CH:12][CH:13]=1 |f:1.2|. Reported procedure: A mixture of tert-butyl ((2S)-1-((2-(4-(2-(2,2-difluorocyclopropyl)ethoxy)phenyl)[1,3]oxazolo[4,5-c]pyridin-6-yl)oxy)propan-2-yl)carbamate (239 mg), 4M hydrogen chloride/ethyl acetate (3 mL) and ethyl acetate (3 mL) was stirred at room temperature overnight. The reaction mixture was concentrated under reduced pressure, and the obtained residue was mixed with acetic anhydride (0.138 mL) and pyridine (3 mL), and the obtained mixture was stirred at room temperature for 1 hr. To the reaction mixture... The reactants are C12 -aldehyde diethylacetal, CC(C=O)CC=CCC=C(C)C=C (methyl-8-vinyl-4,7-nonadienal), 4, O1CCCC1 (tetrahydrofuran), Cl(=O)(=O)(=O)O (perchloric acid), IR(CHCl3). Solvent: O (water), O (Water). Yields the product CC(CCC=O)=CCC=C(C)C=C (4-methyl-8-vinyl-4,7-nonadienal). Reaction SMILES: O1CCC[CH2:2]1.Cl(O)(=O)(=O)=O.C[CH:12]([CH2:15][CH:16]=[CH:17][CH2:18][CH:19]=[C:20]([CH:22]=[CH2:23])[CH3:21])[CH:13]=[O:14]>O>[CH3:2][C:16](=[CH:17][CH2:18][CH:19]=[C:20]([CH:22]=[CH2:23])[CH3:21])[CH2:15][CH2:12][CH:13]=[O:14]. Procedure: A solution of 13.4 g. (53 mM) of the C12 -aldehyde diethylacetal, prepared according to the method described in paragraph c), 250 ml. of tetrahydrofuran, 60 ml. of water and and 0.5 ml. of 72% perchloric acid was left for 20 hours at room temperature under nitrogen. Water was added and the mixture was extracted with pentane (3x). The organic layers were washed with 5% NaHCO3 and water, dried over sodium sulphate and evaporated. The remaining oil was distilled to yield 9.2 g. (99%) of 4 methyl-8-... The reactants are C(C)(=O)SCC1(C(N2N(CCCC2C(=O)OC(C)(C)C)C1=O)=O)C (tert.butyl 2-acetylthiomethyl-hexahydro-2-methyl1,3-dioxo-1H-pyrazolo[1,2-a]pyridazine-5-carboxylate). Run in FC(C(=O)O)(F)F (trifluoroacetic acid). Run at time 1 hour. Yields the product SCC1(C(N2N(CCCC2C(=O)O)C1=O)=O)C (hexahydro-2-mercaptomethyl-2-methyl-1,3-dioxo-1H-pyrazolo[1,2-a]pyridazine-5-carboxylic acid). The yield is 42.8%. As a reaction SMILES: C([S:4][CH2:5][C:6]1([CH3:24])[C:21](=[O:22])[N:9]2[CH2:10][CH2:11][CH2:12][CH:13]([C:14]([O:16]C(C)(C)C)=[O:15])[N:8]2[C:7]1=[O:23])(=O)C>FC(F)(F)C(O)=O>[SH:4][CH2:5][C:6]1([CH3:24])[C:21](=[O:22])[N:9]2[CH2:10][CH2:11][CH2:12][CH:13]([C:14]([OH:16])=[O:15])[N:8]2[C:7]1=[O:23]. Procedure: A solution of 0.71 g of tert.butyl 2-acetylthiomethyl-hexahydro-2-methyl1,3-dioxo-1H-pyrazolo[1,2-a]pyridazine-5-carboxylate (diastereomer A) in 10 ml of trifluoroacetic acid was left to stand at room temperature for 1 hour. The mixture was evaporated to dryness and the residue was stirred under nitrogen with 50 ml of 50:50 mixture of water and concentrated aqueous ammonia for 2 hours. The mixture was acified to pH 1 with hydrochloric acid, saturated with sodium chloride and extracted with chlor...